From a dataset of the Open Reaction Database (ORD), a public repository of structured organic reaction records. describe an organic reaction: reactants, conditions, products, and yield Starting materials: CC(C)(C)OC(=O)N1CCN(c2ccc3c(c2)c(I)cn3S(=O)(=O)c2ccccc2)C(Cc2ccccc2)C1, N#C[Cu], C1COCCO1. Product: CC(C)(C)OC(=O)N1CCN(c2ccc3c(c2)c(C#N)cn3S(=O)(=O)c2ccccc2)C(Cc2ccccc2)C1. As a reaction SMILES: [C:1]([CH3:2])([CH3:3])([CH3:4])[O:5][C:6](=[O:7])[N:8]1[CH2:9][CH:10]([CH2:33][c:34]2[cH:35][cH:36][cH:37][cH:38][cH:39]2)[N:11]([c:14]2[cH:15][c:16]3[c:17]([I:32])[cH:18][n:19]([S:23](=[O:24])(=[O:25])[c:26]4[cH:27][cH:28][cH:29][cH:30][cH:31]4)[c:20]3[cH:21][cH:22]2)[CH2:12][CH2:13]1.[Cu:40][C:41]#[N:42].[O:43]1[CH2:44][CH2:45][O:46][CH2:47][CH2:48]1>>[C:1]([CH3:2])([CH3:3])([CH3:4])[O:5][C:6](=[O:7])[N:8]1[CH2:9][CH:10]([CH2:33][c:34]2[cH:35][cH:36][cH:37][cH:38][cH:39]2)[N:11]([c:14]2[cH:15][c:16]3[c:17]([C:41]#[N:42])[cH:18][n:19]([S:23](=[O:24])(=[O:25])[c:26]4[cH:27][cH:28][cH:29][cH:30][cH:31]4)[c:20]3[cH:21][cH:22]2)[CH2:12][CH2:13]1. Starting materials: CC(C)CCC(O)C(CC1CCCCC1)NC(=O)OC(C)(C)C, O=C(O)C(F)(F)F. Product: CC(C)CCC(O)C(N)CC1CCCCC1. Reaction SMILES: [C:1]([O:2][C:3](=[O:4])[NH:8][CH:9]([CH2:10][CH:11]1[CH2:12][CH2:13][CH2:14][CH2:15][CH2:16]1)[CH:17]([CH2:18][CH2:19][CH:20]([CH3:21])[CH3:22])[OH:23])([CH3:5])([CH3:6])[CH3:7].[OH:24][C:25]([C:26]([F:27])([F:28])[F:29])=[O:30]>>[NH2:8][CH:9]([CH2:10][CH:11]1[CH2:12][CH2:13][CH2:14][CH2:15][CH2:16]1)[CH:17]([CH2:18][CH2:19][CH:20]([CH3:21])[CH3:22])[OH:23]. Reactants: C1(CCCCC1)COC1=CC=C(C(=O)O)C=C1 (4-cyclohexylmethyloxybenzoic acid), C(C)(CC)[Li] (sec-butyllithium), CN(CCN(C)C)C (N, N, N', N'-tetramethylethylenediamine), C(C)O.N#N (ethanol N2), C(C1=CC=CC=C1)Br (Benzyl bromide), Cl (hydrochloric acid). The solvent is O1CCCC1 (tetrahydrofuran), O1CCCC1 (tetrahydrofuran), O (water). Reaction conditions: temperature -100 celsius, time 1 hour. Yields the product C1(CCCCC1)COC1=CC(=C(C(=O)O)C=C1)CC1=CC=CC=C1 (4-cyclohexylmethyloxy-2-benzyl-benzoic acid). As a reaction SMILES: [CH:1]1([CH2:7][O:8][C:9]2[CH:17]=[CH:16][C:12]([C:13]([OH:15])=[O:14])=[CH:11][CH:10]=2)[CH2:6][CH2:5][CH2:4][CH2:3][CH2:2]1.C([Li])(CC)C.CN(C)CCN(C)C.C(O)C.N#N.[CH2:36](Br)[C:37]1[CH:42]=[CH:41][CH:40]=[CH:39][CH:38]=1.Cl>O1CCCC1.O>[CH:1]1([CH2:7][O:8][C:9]2[CH:17]=[CH:16][C:12]([C:13]([OH:15])=[O:14])=[C:11]([CH2:36][C:37]3[CH:42]=[CH:41][CH:40]=[CH:39][CH:38]=3)[CH:10]=2)[CH2:2][CH2:3][CH2:4][CH2:5][CH2:6]1 |f:3.4|. Procedure: A solution of 4-cyclohexylmethyloxybenzoic acid (19-1) (1.00 g, 4.27 mmol, 1 equiv) in tetrahydrofuran (10 mL) was added to a solution of sec-butyllithium (1.3M, 8.21 mL, 10.7 mmol, 2. 50 equiv) and N, N, N', N'-tetramethylethylenediamine (1.61 mL, 10.7 mmol, 2.50 equiv) in tetrahydrofuran (10 mL) at -100 ° C. (ethanol-N2 (l)). The resultant orange suspension was stirred at -100° C. for 1 h, then warmed to -78 ° C. and held at that temperature for 15 min. Benzyl bromide (2.00 mL, 16.8 mmol, 3.93... Starting materials: O.O.[Sn](Cl)Cl (tin dichloride dihydrate), COC1=C(OC2=C(C=C(C#N)C=C2OCCOC2OCCCC2)[N+](=O)[O-])C=CC=C1 (4-(2-methoxy-phenoxy)-3-nitro-5-[2-(tetrahydro-pyran-2-yloxy)-ethoxy]-benzonitrile), ice water. Solvent: Cl (HCl), C(C)O (ethanol). Conditions: time 12 hour. The product is NC=1C=C(C#N)C=C(C1OC1=C(C=CC=C1)OC)OCCO (3-amino-5-(2-hydroxy-ethoxy)-4-(2-methoxy-phenoxy)-benzonitrile). Reaction SMILES: [CH3:1][O:2][C:3]1[CH:30]=[CH:29][CH:28]=[CH:27][C:4]=1[O:5][C:6]1[C:13]([O:14][CH2:15][CH2:16][O:17]C2CCCCO2)=[CH:12][C:9]([C:10]#[N:11])=[CH:8][C:7]=1[N+:24]([O-])=O.O.O.[Sn](Cl)Cl>C(O)C.Cl>[NH2:24][C:7]1[CH:8]=[C:9]([CH:12]=[C:13]([O:14][CH2:15][CH2:16][OH:17])[C:6]=1[O:5][C:4]1[CH:27]=[CH:28][CH:29]=[CH:30][C:3]=1[O:2][CH3:1])[C:10]#[N:11] |f:1.2.3|. Procedure: 3.5 g of 4-(2-methoxy-phenoxy)-3-nitro-5-[2-(tetrahydro-pyran-2-yloxy)-ethoxy]-benzonitrile were dissolved in ethanol (100 ml), a solution of tin dichloride dihydrate (7.6 g) in 37% HCl (17 ml) was added dropwise thereto at room temperature and the mixture was subsequently stirred at room temperature for 12 hours. The mixture was poured on to ice-water, adjusted to pH 7 and the product was extracted with ethyl acetate. After usual processing of the organic phase there was obtained 3-amino-5-(2-h... Reactants: Cl.ClC1=C(C(=O)Cl)C=CN=C1 (3-chloroisonicotinoyl chloride hydrochloride), CN (methylamine). Run in C1CCOC1 (THF). Conditions: time 1 hour. Yields the product ClC=1C=NC=CC1C(=O)NC (3-chloro-N-methylpyridine-4-carboxamide). The yield is 39.7%. RXN SMILES: Cl.[Cl:2][C:3]1[CH:11]=[N:10][CH:9]=[CH:8][C:4]=1[C:5](Cl)=[O:6].[CH3:12][NH2:13]>C1COCC1>[Cl:2][C:3]1[CH:11]=[N:10][CH:9]=[CH:8][C:4]=1[C:5]([NH:13][CH3:12])=[O:6] |f:0.1|. Procedure: To a suspension of crude 3-chloroisonicotinoyl chloride hydrochloride in 25 mL of THF was added methylamine solution (2M in THF, 20 mL, 40 mmol, 8.4 eq) at 0° C. The reaction mixture was stirred at room temperature for 1 hour and concentrated under reduced pressure. The crude material was dissolved in EtOAc (75 mL) and water/brine/saturated sodium bicarbonate solution (1/1/1, 75 mL) and phase separated. The aqueous layer was extracted with EtOAc. The combined organic layers were washed with wate... Reactants: N1(C=NC2=C1C=CC=C2)C2=NC=C1NC(N(C1=N2)C2C=1C=CN(C1CCC2)S(=O)(=O)C2=CC=CC=C2)=O (2-(1H-benzo[d]imidazol-1-yl)-9-(1-(phenylsulfonyl)-4,5,6,7-tetrahydro-1H-indol-4-yl)-7H-purin-8(9H)-one), [OH-].[Na+] (NaOH). The solvent is CO (MeOH). Yields the product N1(C=NC2=C1C=CC=C2)C2=NC=C1NC(N(C1=N2)C2C=1C=CNC1CCC2)=O (2-(1H-benzo[d]imidazol-1-yl)-9-(4,5,6,7-tetrahydro-1H-indol-4-yl)-7H-purin-8(9H)-one). Yield: 99.2%. RXN SMILES: [N:1]1([C:10]2[N:18]=[C:17]3[C:13]([NH:14][C:15](=[O:37])[N:16]3[CH:19]3[CH2:27][CH2:26][CH2:25][C:24]4[N:23](S(C5C=CC=CC=5)(=O)=O)[CH:22]=[CH:21][C:20]3=4)=[CH:12][N:11]=2)[C:5]2[CH:6]=[CH:7][CH:8]=[CH:9][C:4]=2[N:3]=[CH:2]1.[OH-].[Na+]>CO>[N:1]1([C:10]2[N:18]=[C:17]3[C:13]([NH:14][C:15](=[O:37])[N:16]3[CH:19]3[CH2:27][CH2:26][CH2:25][C:24]4[NH:23][CH:22]=[CH:21][C:20]3=4)=[CH:12][N:11]=2)[C:5]2[CH:6]=[CH:7][CH:8]=[CH:9][C:4]=2[N:3]=[CH:2]1 |f:1.2|. Procedure details: To a solution of 2-(1H-benzo[d]imidazol-1-yl)-9-(1-(phenylsulfonyl)-4,5,6,7-tetrahydro-1H-indol-4-yl)-7H-purin-8(9H)-one (50 mg) in MeOH (1 mL) was added 4 N NaOH (1 mL), and the mixture was refluxed overnight and cooled. Volatiles were removed under reduced pressure, and the resultant neutralized with 4 N HCl. The white precipitate was filtered, washed with a small amount of water, and dried in vacuo to afford 36 mg of the title compound. 1H NMR (d6-DMSO) δ 11.6 (s, 1H), 10.7 (s, 1H), 8.86 (s, ... Reactants: ClC(=C(CCl)Cl)Cl (1,1,2,3-tetrachloropropene), CC(C1=CC=CC=C1)N (dl-α-methylbenzylamine), [OH-].[Na+] (NaOH), C(=S)=S (carbon disulfide). The solvent is O (water). Conditions: temperature 20 celsius. Product: CC(C1=CC=CC=C1)NC(SCC(=C(Cl)Cl)Cl)=S (2,3,3-Trichloroallyl N-(α-methylbenzyl)dithiocarbamate). The yield is 88.3%. As a reaction SMILES: [CH3:1][CH:2]([NH2:9])[C:3]1[CH:8]=[CH:7][CH:6]=[CH:5][CH:4]=1.[OH-].[Na+].[C:12](=[S:14])=[S:13].[Cl:15][C:16]([Cl:21])=[C:17]([Cl:20])[CH2:18]Cl>O>[CH3:1][CH:2]([NH:9][C:12](=[S:14])[S:13][CH2:18][C:17]([Cl:20])=[C:16]([Cl:21])[Cl:15])[C:3]1[CH:8]=[CH:7][CH:6]=[CH:5][CH:4]=1 |f:1.2|. Procedure details: A two-phase mixture containing 6.0 g (0.0495 mol) dl-α-methylbenzylamine and 8.0 g (0.05 mol) 25% NaOH in 50 ml water was stirred rapidly at 0°-10° C. while 4.0 g (0.05 mol) carbon disulfide was added dropwise over 2-3 minutes. The mixture was stirred and allowed to warm to 20° C. over a one hour period. To this stirred slurry was added 9.0 g (0.05 mol) 1,1,2,3-tetrachloropropene in one portion. A yellow two phase mixture resulted and the temperature slowly rose to a maximum of 28° C. The mixtur... Starting materials: [N+](=O)([O-])C1=CC=C(COC(=O)NCCNC(=O)C=2N=C(SC2)N2CC(C2)SC=2[C@@H]([C@H]3N(C2C(=O)OCC2=CC=C(C=C2)[N+](=O)[O-])C([C@@H]3[C@@H](C)O)=O)C)C=C1 (p-Nitrobenzyl (1R,5S,6S)-2-(1-{4-[(2-(p-nitrobenzyloxycarbonylamino)ethyl)carbamoyl]-1,3-thiazol-2-yl}azetidin-3-yl)thio-6-[(R)-1-hydroxyethyl]-1-methylcarbapen-2-em-3-carboxylate). The solvent is O1CCCC1 (tetrahydrofuran). Run at time 2 hour. Product: NCCNC(=O)C=1N=C(SC1)N1CC(C1)SC=1[C@@H]([C@H]2N(C1C(=O)O)C([C@@H]2[C@@H](C)O)=O)C ((1R,5S,6S)-2-{1-[4-((2-aminoethyl)carbamoyl)-1,3-thiazol-2-yl]azetidin-3-yl}thio-6-[(R)-1-hydroxyethyl]-1-methylcarbapen-2-em-3-carboxylic acid). Isolated yield 49.1%. Reaction SMILES: [N+](C1C=CC(COC([NH:12][CH2:13][CH2:14][NH:15][C:16]([C:18]2[N:19]=[C:20]([N:23]3[CH2:26][CH:25]([S:27][C:28]4[C@H:29]([CH3:52])[C@@H:30]5[C@@H:47]([C@H:48]([OH:50])[CH3:49])[C:46](=[O:51])[N:31]5[C:32]=4[C:33]([O:35]CC4C=CC([N+]([O-])=O)=CC=4)=[O:34])[CH2:24]3)[S:21][CH:22]=2)=[O:17])=O)=CC=1)([O-])=O>O1CCCC1>[NH2:12][CH2:13][CH2:14][NH:15][C:16]([C:18]1[N:19]=[C:20]([N:23]2[CH2:24][CH:25]([S:27][C:28]3[C@H:29]([CH3:52])[C@@H:30]4[C@@H:47]([C@H:48]([OH:50])[CH3:49])[C:46](=[O:51])[N:31]4[C:32]=3[C:33]([OH:35])=[O:34])[CH2:26]2)[S:21][CH:22]=1)=[O:17]. Reported procedure: p-Nitrobenzyl (1R,5S,6S)-2-(1-{4-[(2-(p-nitrobenzyloxycarbonylamino)ethyl)carbamoyl]-1,3-thiazol-2-yl}azetidin-3-yl)thio-6-[(R)-1-hydroxyethyl]-1-methylcarbapen-2-em-3-carboxylate (328.4 mg, 0.42 mmol) (obtained as described in Example 61(1)) in a mixture of tetrahydrofuran (16.4 ml) and distilled water (8.2 ml) was subjected to catalytic hydrogenation in the presence of 20% palladium hydroxide on charcoal (328.4 mg) in a water bath (30° C.) for 2 hours. After checking the completion of the reac...